From a dataset of the Open Reaction Database (ORD), a public repository of structured organic reaction records. describe an organic reaction: reactants, conditions, products, and yield The reactants are Fc1c(Br)cccc1SC(F)(F)F, ClC(Cl)(Cl)Cl, CC#N, [O-][I+3]([O-])([O-])[O-], [Na+], O, Cl[Ru](Cl)Cl. The product is O=S(=O)(c1cccc(Br)c1F)C(F)(F)F. RXN SMILES: [Br:1][c:2]1[c:3]([F:13])[c:4]([S:8][C:9]([F:10])([F:11])[F:12])[cH:5][cH:6][cH:7]1.[C:14]([Cl:15])([Cl:16])([Cl:17])[Cl:18].[CH3:19][C:20]#[N:21].[I+3:22]([O-:23])([O-:24])([O-:25])[O-:26].[Na+:27].[OH2:28].[Ru:29]([Cl:30])([Cl:31])[Cl:32]>>[Br:1][c:2]1[c:3]([F:13])[c:4]([S:8]([C:9]([F:10])([F:11])[F:12])(=[O:23])=[O:28])[cH:5][cH:6][cH:7]1. Reactants: C([O-])([O-])=O.[K+].[K+] (potassium carbonate), BrCCCC(=O)OCC (ethyl 4-bromobutanoate), ClC1=CC=C(C=C1)C1(OC2=C(O1)C=CC(=C2)CC(=O)C2=CNC1=CC=CC=C21)C2=CC=C(C=C2)Cl (3-[(2,2-di[4-chlorophenyl]-1,3-benzodioxolan-5-yl)methylcarbonyl]-1H-indole). Run in CC(CC)=O (2-butanone). Product: ClC1=CC=C(C=C1)C1(OC2=C(O1)C=CC(=C2)CC(=O)C2=CN(C1=CC=CC=C21)CCCC(=O)OCC)C2=CC=C(C=C2)Cl (Ethyl 4-(3-[(2,2-di[4-chlorophenyl]-1,3-benzodioxolan-5-yl)methylcarbonyl]indol-1-yl)butanoate). The yield is 88.6%. Reaction SMILES: [Cl:1][C:2]1[CH:7]=[CH:6][C:5]([C:8]2([C:29]3[CH:34]=[CH:33][C:32]([Cl:35])=[CH:31][CH:30]=3)[O:12][C:11]3[CH:13]=[CH:14][C:15]([CH2:17][C:18]([C:20]4[C:28]5[C:23](=[CH:24][CH:25]=[CH:26][CH:27]=5)[NH:22][CH:21]=4)=[O:19])=[CH:16][C:10]=3[O:9]2)=[CH:4][CH:3]=1.C(=O)([O-])[O-].[K+].[K+].Br[CH2:43][CH2:44][CH2:45][C:46]([O:48][CH2:49][CH3:50])=[O:47]>CC(=O)CC>[Cl:1][C:2]1[CH:7]=[CH:6][C:5]([C:8]2([C:29]3[CH:30]=[CH:31][C:32]([Cl:35])=[CH:33][CH:34]=3)[O:12][C:11]3[CH:13]=[CH:14][C:15]([CH2:17][C:18]([C:20]4[C:28]5[C:23](=[CH:24][CH:25]=[CH:26][CH:27]=5)[N:22]([CH2:43][CH2:44][CH2:45][C:46]([O:48][CH2:49][CH3:50])=[O:47])[CH:21]=4)=[O:19])=[CH:16][C:10]=3[O:9]2)=[CH:4][CH:3]=1 |f:1.2.3|. Procedure: A suspension of 3-[(2,2-di[4-chlorophenyl]-1,3-benzodioxolan-5-yl)methylcarbonyl]-1H-indole (8.9 g) (see Preparation 10) in 2-butanone (200 ml) was treated with anhydrous potassium carbonate (12.2 g) and ethyl 4-bromobutanoate (5.2 g). The mixture was heated under reflux for 16 hours, filtered and evaporated. Flash chromatography (silica, eluant=dichloromethane) gave the title compound as a crystalline solid (9.68 g). Reactants: CCO, CCCCCCCCCCCCCCCCNc1ccc(C(=O)[O-])cc1F, [Na+], O, CCOC(=O)C(C)OS(=O)(=O)c1ccc(C)cc1. Yields the product CCCCCCCCCCCCCCCCNc1ccc(C(=O)OC(C)C(=O)OCC)cc1F. RXN SMILES: [CH3:29][CH2:30][OH:31].[F:1][c:2]1[cH:3][c:4]([C:5](=[O:6])[O-:7])[cH:8][cH:9][c:10]1[NH:11][CH2:12][CH2:13][CH2:14][CH2:15][CH2:16][CH2:17][CH2:18][CH2:19][CH2:20][CH2:21][CH2:22][CH2:23][CH2:24][CH2:25][CH2:26][CH3:27].[Na+:28].[OH2:50].[S:32]([O:33][CH:43]([C:44](=[O:45])[O:46][CH2:47][CH3:48])[CH3:49])([c:34]1[cH:35][cH:36][c:37]([CH3:38])[cH:39][cH:40]1)(=[O:41])=[O:42]>>[F:1][c:2]1[cH:3][c:4]([C:5](=[O:6])[O:7][CH:43]([C:44](=[O:45])[O:46][CH2:47][CH3:48])[CH3:49])[cH:8][cH:9][c:10]1[NH:11][CH2:12][CH2:13][CH2:14][CH2:15][CH2:16][CH2:17][CH2:18][CH2:19][CH2:20][CH2:21][CH2:22][CH2:23][CH2:24][CH2:25][CH2:26][CH3:27].